Dataset: the Open Reaction Database (ORD), a public repository of structured organic reaction records. Task: describe an organic reaction: reactants, conditions, products, and yield Starting materials: COCC(=O)N1CCC(CC1)C1=NC=CN=C1OC1=CC=C(C=C1)NC1=NC=C(C=C1)C (2-METHOXY-1-(4-(3-(4-(5-METHYLPYRIDIN-2-YLAMINO)PHENOXY)PYRAZIN-2-YL)PIPERIDIN-1-YL)ETHANONE), C=1C=CC2=C(C1)N=NN2O (HOBT), CO[C@@H](C(=O)O)C ((R)-2-methoxypropanoic acid), C(C)(C)N(CC)C(C)C (diisopropylethylamine), C(CCl)Cl (EDC). The solvent is C(Cl)Cl (DCM). Conditions: time 8 hour. Yields the product CO[C@@H](C(=O)N1CCC(CC1)C1=NC=CN=C1OC1=CC=C(C=C1)NC1=NC=C(C=C1)C)C ((R)-2-METHOXY-1-(4-(3-(4-(5-METHYLPYRIDIN-2-YLAMINO)PHENOXY)PYRAZIN-2-YL)PIPERIDIN-1-YL)PROPAN-1-ONE). Reaction SMILES: [CH3:1][O:2][CH2:3][C:4]([N:6]1[CH2:11][CH2:10][CH:9]([C:12]2[C:17]([O:18][C:19]3[CH:24]=[CH:23][C:22]([NH:25][C:26]4[CH:31]=[CH:30][C:29]([CH3:32])=[CH:28][N:27]=4)=[CH:21][CH:20]=3)=[N:16][CH:15]=[CH:14][N:13]=2)[CH2:8][CH2:7]1)=[O:5].[CH:33]1C=CC2N(O)N=NC=2C=1.CO[C@H](C)C(O)=O.C(N(C(C)C)CC)(C)C.C(Cl)CCl>C(Cl)Cl>[CH3:1][O:2][C@H:3]([CH3:33])[C:4]([N:6]1[CH2:7][CH2:8][CH:9]([C:12]2[C:17]([O:18][C:19]3[CH:24]=[CH:23][C:22]([NH:25][C:26]4[CH:31]=[CH:30][C:29]([CH3:32])=[CH:28][N:27]=4)=[CH:21][CH:20]=3)=[N:16][CH:15]=[CH:14][N:13]=2)[CH2:10][CH2:11]1)=[O:5]. Procedure: A mixture of 5-methyl-N-(4-(3-(piperidin-4-yl)pyrazin-2-yloxy)phenyl)pyridin-2-amine (3.58 mL, 0.394 mmol) (See step 3, Example 282), HOBT (0.015 g, 0.099 mmol), (R)-2-methoxypropanoic acid (0.049 g, 0.473 mmol), diisopropylethylamine (0.364 mL, 2.090 mmol), and EDC (0.091 g, 0.473 mmol) in DCM (5 mL) was stirred at RT overnight. The reaction mixture was concentrated in vacuo, then taken up in H2O. The solid was collected by filtration, air-dried and purified by ISCO column (75% EtOAc/Hexanes) t... Starting materials: CN(C1=CC=C(C=C1)C1=NC2=CC=CC=C2C(=N1)C(=O)O)C (2-(4-(dimethylamino)phenyl)quinazoline-4-carboxylic acid), Cl.OC1=C2CCNCC2=CC=C1N(C)C (5-hydroxy-6-dimethylamino-1,2,3,4-tetrahydroisoquinoline hydrochloride). Yields the product CN(C1=CC=C(C=C1)C1=NC2=CC=CC=C2C(=N1)C(=O)N1CC2=CC=C(C(=C2CC1)O)N(C)C)C (2-[[2-(4-(dimethylamino)phenyl)quinazolin-4-yl]carbonyl]-5-hydroxy-6-dimethylamino-1,2,3,4-tetrahydroisoquinoline). Yield: 10.0%. RXN SMILES: [CH3:1][N:2]([CH3:22])[C:3]1[CH:8]=[CH:7][C:6]([C:9]2[N:18]=[C:17]([C:19](O)=[O:20])[C:16]3[C:11](=[CH:12][CH:13]=[CH:14][CH:15]=3)[N:10]=2)=[CH:5][CH:4]=1.Cl.[OH:24][C:25]1[C:34]([N:35]([CH3:37])[CH3:36])=[CH:33][CH:32]=[C:31]2[C:26]=1[CH2:27][CH2:28][NH:29][CH2:30]2>>[CH3:1][N:2]([CH3:22])[C:3]1[CH:8]=[CH:7][C:6]([C:9]2[N:18]=[C:17]([C:19]([N:29]3[CH2:28][CH2:27][C:26]4[C:31](=[CH:32][CH:33]=[C:34]([N:35]([CH3:37])[CH3:36])[C:25]=4[OH:24])[CH2:30]3)=[O:20])[C:16]3[C:11](=[CH:12][CH:13]=[CH:14][CH:15]=3)[N:10]=2)=[CH:5][CH:4]=1 |f:1.2|. Procedure details: Reaction of 2-(4-(dimethylamino)phenyl)quinazoline-4-carboxylic acid with 5-hydroxy-6-dimethylamino-1,2,3,4-tetrahydroisoquinoline hydrochloride gave compound 35 (10% yield) as a brown solid. 1H NMR (300 MHz, DMSO-d6) δ 2.56 and 2.60 (2s, 6H), 2.73 and 2.89 (2t, 2H), 3.03 and 3.04 (2s, 6H), 3.47 and 4.03 (2t, 2H), 4.38 and 4.91 (2s, 2H), 6.76-7.02 (m, 4H), 7.56-8.01 (m, 5H), 8.31-8.39 (m, 2H); MS (ESI) m/z 468 ([M+H]+). Starting materials: ClC1=C(C=CC(=C1)Cl)C(O)C1=CNC2=NC=C(C=C21)OC2=CC=CC=C2 ((2,4-dichloro-phenyl)-(5-phenoxy-1H-pyrrolo[2,3-b]pyridin-3-yl)-methanol), C(C)[SiH](CC)CC (triethylsilane), FC(C(=O)O)(F)F (trifluoroacetic acid), O (water). Run in C(C)#N (acetonitrile). Yields the product ClC1=C(CC2=CNC3=NC=C(C=C32)OC3=CC=CC=C3)C=CC(=C1)Cl (3-(2,4-dichloro-benzyl)-5-phenoxy-1H-pyrrolo[2,3-b]pyridine). Reaction SMILES: [Cl:1][C:2]1[CH:7]=[C:6]([Cl:8])[CH:5]=[CH:4][C:3]=1[CH:9]([C:11]1[C:19]2[C:14](=[N:15][CH:16]=[C:17]([O:20][C:21]3[CH:26]=[CH:25][CH:24]=[CH:23][CH:22]=3)[CH:18]=2)[NH:13][CH:12]=1)O.C([SiH](CC)CC)C.FC(F)(F)C(O)=O.O>C(#N)C>[Cl:1][C:2]1[CH:7]=[C:6]([Cl:8])[CH:5]=[CH:4][C:3]=1[CH2:9][C:11]1[C:19]2[C:14](=[N:15][CH:16]=[C:17]([O:20][C:21]3[CH:26]=[CH:25][CH:24]=[CH:23][CH:22]=3)[CH:18]=2)[NH:13][CH:12]=1. Reported procedure: To (2,4-dichloro-phenyl)-(5-phenoxy-1H-pyrrolo[9,3-b]pyridin-3-yl)-methanol (33, 30 mg, 0.078 mmol) in acetonitrile (8 mL), triethylsilane (1 mL, 7 mmol) and trifluoroacetic acid (0.5 mL, 7 mmol) were added. The reaction solution was heated to reflux for 4 hours. Then, the reaction was poured into water and extracted with ethyl acetate. The organic layer was washed with saturated sodium bicarbonate, water, and brine, dried over anhydrous magnesium sulfate, filtrated and concentrated. The crude m... Starting materials: CCO, Clc1nccnc1Cl, CC(C)(C)OC(=O)N1CCNCC1. Yields the product CC(C)(C)OC(=O)N1CCN(c2nccnc2Cl)CC1. Reaction SMILES: [CH3:22][CH2:23][OH:24].[Cl:1][c:2]1[n:3][cH:4][cH:5][n:6][c:7]1[Cl:8].[N:9]1([C:15](=[O:16])[O:17][C:18]([CH3:19])([CH3:20])[CH3:21])[CH2:10][CH2:11][NH:12][CH2:13][CH2:14]1>>[c:2]1([N:12]2[CH2:11][CH2:10][N:9]([C:15](=[O:16])[O:17][C:18]([CH3:19])([CH3:20])[CH3:21])[CH2:14][CH2:13]2)[n:3][cH:4][cH:5][n:6][c:7]1[Cl:8]. Reactants: C(C)(C)(C)OC(=O)N(OC(=O)OC(C)(C)C)[C@@H]1C[C@@H](CC1)C1=CC(=CC=C1)F (N,O-di-tert-butoxycarbonyl-N-[cis-3-(3-fluorophenyl)cyclopentyl]hydroxylamine), FC(C(=O)O)(F)F (trifluoroacetic acid). Solvent: C(Cl)Cl (CH2Cl2). Reaction conditions: temperature 0 celsius. Yields the product FC=1C=C(C=CC1)[C@H]1C[C@H](CC1)NO (N-[cis-3-(3-fluorophenyl)cyclopentyl]hydroxylamine). Isolated yield 64.0%. As a reaction SMILES: C(OC([N:8]([C@H:17]1[CH2:21][CH2:20][C@@H:19]([C:22]2[CH:27]=[CH:26][CH:25]=[C:24]([F:28])[CH:23]=2)[CH2:18]1)[O:9]C(OC(C)(C)C)=O)=O)(C)(C)C.FC(F)(F)C(O)=O>C(Cl)Cl>[F:28][C:24]1[CH:23]=[C:22]([C@@H:19]2[CH2:20][CH2:21][C@H:17]([NH:8][OH:9])[CH2:18]2)[CH:27]=[CH:26][CH:25]=1. Reported procedure: To a solution of the compound prepared in Step 5, above (3.2 g, 17 mmol), PPh3 (6.06 g, 22 mmol), and N,O-di-tert-butoxycarbonylhydroxylamine (4.5 g, 18 mmol) in THF (15 ml), cooled to −40° C., was added dropwise a solution of diethylazodicarboxylate (3.8 ml, 22 mmol) in THF (10 ml). The reaction mixture was warmed to room temperature overnight and the solvent removed under reduced pressure. Chromatography on silica gel (ethyl acetate/hexane, 1:9) gave 6.7 g of the crude N,O-di-tert-butoxycarbon...